From a dataset of the Open Reaction Database (ORD), a public repository of structured organic reaction records. describe an organic reaction: reactants, conditions, products, and yield The reactants are C1(CC1)B(O)O (Cyclopropylboronic acid), C1(CCCCC1)P(C1=C(C=CC=C1)C1=C(C=CC=C1OC)OC)C1CCCCC1 (dicyclohexyl(2′,6′-dimethoxybiphenyl-2-yl)phosphine), C([O-])([O-])=O.[Na+].[Na+] (sodium carbonate), BrC1=CC(=C(C(=C1C1=C(C=C(C=C1)F)F)F)OC)C=O (6-bromo-2,2′,4′-trifluoro-3-methoxybiphenyl-4-carbaldehyde). The reagents and catalysts are C=1C=CC(=CC1)/C=C/C(=O)/C=C/C2=CC=CC=C2.C=1C=CC(=CC1)/C=C/C(=O)/C=C/C2=CC=CC=C2.C=1C=CC(=CC1)/C=C/C(=O)/C=C/C2=CC=CC=C2.[Pd].[Pd] (tris(dibenzylideneacetone)dipalladium(0)). Solvent: C1(=CC=CC=C1)C (toluene), O (Water). Run at temperature 100 celsius, time 16 hour. Yields the product C1(CC1)C1=CC(=C(C(=C1C1=C(C=C(C=C1)F)F)F)OC)C=O (6-Cyclopropyl-2,2′,4′-trifluoro-3-methoxybiphenyl-4-carbaldehyde). The yield is 92.0%. RXN SMILES: [CH:1]1(B(O)O)[CH2:3][CH2:2]1.C1(P(C2CCCCC2)C2C=CC=CC=2C2C(OC)=CC=CC=2OC)CCCCC1.C(=O)([O-])[O-].[Na+].[Na+].Br[C:43]1[C:48]([C:49]2[CH:54]=[CH:53][C:52]([F:55])=[CH:51][C:50]=2[F:56])=[C:47]([F:57])[C:46]([O:58][CH3:59])=[C:45]([CH:60]=[O:61])[CH:44]=1>C1C=CC(/C=C/C(/C=C/C2C=CC=CC=2)=O)=CC=1.C1C=CC(/C=C/C(/C=C/C2C=CC=CC=2)=O)=CC=1.C1C=CC(/C=C/C(/C=C/C2C=CC=CC=2)=O)=CC=1.[Pd].[Pd].O.C1(C)C=CC=CC=1>[CH:1]1([C:43]2[C:48]([C:49]3[CH:54]=[CH:53][C:52]([F:55])=[CH:51][C:50]=3[F:56])=[C:47]([F:57])[C:46]([O:58][CH3:59])=[C:45]([CH:60]=[O:61])[CH:44]=2)[CH2:3][CH2:2]1 |f:2.3.4,6.7.8.9.10|. Reported procedure: Cyclopropylboronic acid (1.01 g), dicyclohexyl(2′,6′-dimethoxybiphenyl-2-yl)phosphine (0.323 g), a 2 M aqueous sodium carbonate solution (7.87 mL), and tris(dibenzylideneacetone)dipalladium(0) (0.360 g) were added at room temperature to a toluene (30 mL) solution of 6-bromo-2,2′,4′-trifluoro-3-methoxybiphenyl-4-carbaldehyde (1.36 g), and the mixture was stirred at 100° C. for 16 hours in an argon atmosphere. Water was added to the reaction mixture at room temperature, and the mixture was filtere... The reactants are ClC1=CC=C(C=N1)C1=NC2=C(N1C(C(=O)O)C1CCCCC1)C=C(C(=C2)F)F ([2-(6-chloro-pyridin-3-yl)-5,6-difluoro-benzoimidazol-1-yl]-cyclohexylacetic acid), COC(C1=CC(=C(C=C1)N)Cl)=O (4-Amino-3-chloro-benzoic acid methyl ester), crude product, C(=O)(O)[O-].[Na+] (NaHCO3), ClCCl (dichloromethane). Solvent: S(=O)(Cl)Cl (thionylchloride). Conditions: time 8 hour. Product: ClC=1C=C(C(=O)O)C=CC1NC(C(C1CCCCC1)N1C(=NC2=C1C=C(C(=C2)F)F)C=2C=NC(=CC2)Cl)=O (3-Chloro-4-{2-[2-(6-chloro-pyridin-3-yl)-5,6-difluoro-benzoimidazol-1-yl]-2-cyclohexyl-acetylamino}-benzoic acid). As a reaction SMILES: [Cl:1][C:2]1[N:7]=[CH:6][C:5]([C:8]2[N:12]([CH:13]([CH:17]3[CH2:22][CH2:21][CH2:20][CH2:19][CH2:18]3)[C:14](O)=[O:15])[C:11]3[CH:23]=[C:24]([F:28])[C:25]([F:27])=[CH:26][C:10]=3[N:9]=2)=[CH:4][CH:3]=1.C[O:30][C:31](=[O:40])[C:32]1[CH:37]=[CH:36][C:35]([NH2:38])=[C:34]([Cl:39])[CH:33]=1.C([O-])(O)=O.[Na+].ClCCl>S(Cl)(Cl)=O>[Cl:39][C:34]1[CH:33]=[C:32]([CH:37]=[CH:36][C:35]=1[NH:38][C:14](=[O:15])[CH:13]([N:12]1[C:11]2[CH:23]=[C:24]([F:28])[C:25]([F:27])=[CH:26][C:10]=2[N:9]=[C:8]1[C:5]1[CH:6]=[N:7][C:2]([Cl:1])=[CH:3][CH:4]=1)[CH:17]1[CH2:18][CH2:19][CH2:20][CH2:21][CH2:22]1)[C:31]([OH:40])=[O:30] |f:2.3|. Procedure details: The title compound was prepared by heating [2-(6-chloro-pyridin-3-yl)-5,6-difluoro-benzoimidazol-1-yl]-cyclohexylacetic acid (200 mg, 0.46 mmol) in 5 ml thionylchloride to 80° C. for 4 h. The solvent was evaporated and the residue taken up in dichloromethane. 4-Amino-3-chloro-benzoic acid methyl ester (85 mg, 0.46 mmol) were added and the reaction mixture stirred at rt overnight. The crude product was worked up by addition of a solution of 1 M NaHCO3 and extraction of the aqueous layer with dich...